Dataset: the Open Reaction Database (ORD), a public repository of structured organic reaction records. Task: describe an organic reaction: reactants, conditions, products, and yield Starting materials: COC(=O)N(S(=O)(=O)C1=C(C=C(C=C1)F)NC(CCCCl)=O)C1=CC=C2C3C(COC2=C1C(=O)OC)C3 (methyl (1aRS,7bSR)-5-{N-[methoxycarbonyl]-N-[2-(4-chlorobutyryl-amino)-4-fluorobenzenesulfonyl]amino}-1,1a,2,7b-tetrahydrocyclopropa-[c]chromene-4-carboxylate), COC(=O)N(S(=O)(=O)C1=C(C=C(C=C1)F)NC(CCCCl)=O)C1=CC=C2C3C(COC2=C1C(=O)OC)C3 (methyl (1aRS,7bSR)-5-{N-[methoxycarbonyl]-N-[2-(4-chlorobutyryl-amino)-4-fluorobenzenesulfonyl]amino}-1,1a,2,7b-tetrahydrocyclopropa-[c]chromene-4-carboxylate), CNC (dimethylamine). Run in C(C)#N (acetonitrile). Conditions: temperature 40 celsius. The product is CN(CCCC(=O)NC1=C(C=CC(=C1)F)S(=O)(=O)NC1=CC=C2C3C(COC2=C1C(=O)OC)C3)C (methyl (1aRS,7bSR)-5-[2-(4-dimethylaminobutyrylamino)-4-fluorobenzenesulfonyl-amino]-1,1a,2,7b-tetrahydrocyclopropa-[c]chromene-4-carboxylate). RXN SMILES: COC([N:5]([C:23]1[C:32]([C:33]([O:35][CH3:36])=[O:34])=[C:31]2[C:26]([CH:27]3[CH2:37][CH:28]3[CH2:29][O:30]2)=[CH:25][CH:24]=1)[S:6]([C:9]1[CH:14]=[CH:13][C:12]([F:15])=[CH:11][C:10]=1[NH:16][C:17](=[O:22])[CH2:18][CH2:19][CH2:20]Cl)(=[O:8])=[O:7])=O.[CH3:38][NH:39][CH3:40]>C(#N)C>[CH3:38][N:39]([CH3:40])[CH2:20][CH2:19][CH2:18][C:17]([NH:16][C:10]1[CH:11]=[C:12]([F:15])[CH:13]=[CH:14][C:9]=1[S:6]([NH:5][C:23]1[C:32]([C:33]([O:35][CH3:36])=[O:34])=[C:31]2[C:26]([CH:27]3[CH2:37][CH:28]3[CH2:29][O:30]2)=[CH:25][CH:24]=1)(=[O:8])=[O:7])=[O:22]. Reported procedure: A mixture of methyl (1aRS,7bSR)-5-{N-[methoxycarbonyl]-N-[2-(4-chlorobutyryl-amino)-4-fluorobenzenesulfonyl]amino}-1,1a,2,7b-tetrahydrocyclopropa-[c]chromene-4-carboxylate (Intermediate 109, 0.15 g) and dimethylamine (30% aqueous solution, 5 mL) in acetonitrile (10 mL) was stirred and heated at 40° C. for 10 hours. After cooling, the mixture was concentrated under vacuum and the residue was extracted with a mixture of ethyl acetate and THF (50%), dried (Na2SO4) and filtered. The filtrate was eva... Starting materials: ClCCCBr, O=C([O-])[O-], CC(=O)N1CCc2[nH]nc(-c3ccc(Cl)cc3)c2C1, [Cs+], [Cs+], CN(C)C=O, O. Yields the product CC(=O)N1CCc2c(c(-c3ccc(Cl)cc3)nn2CCCCl)C1. RXN SMILES: [Br:26][CH2:27][CH2:28][CH2:29][Cl:30].[C:1](=[O:2])([O-:3])[O-:4].[Cl:7][c:8]1[cH:9][cH:10][c:11](-[c:14]2[n:15][nH:16][c:17]3[c:18]2[CH2:19][N:20]([C:23]([CH3:24])=[O:25])[CH2:21][CH2:22]3)[cH:12][cH:13]1.[Cs+:5].[Cs+:6].[O:32]=[CH:33][N:34]([CH3:35])[CH3:36].[OH2:31]>>[Cl:7][c:8]1[cH:9][cH:10][c:11](-[c:14]2[n:15][n:16]([CH2:27][CH2:28][CH2:29][Cl:30])[c:17]3[c:18]2[CH2:19][N:20]([C:23]([CH3:24])=[O:25])[CH2:21][CH2:22]3)[cH:12][cH:13]1. The reactants are CC(=O)OCC1=C(C(=O)O)N2C(=O)C(N)C2SC1, CCOC(C)=O, [Cl-], NC(Cc1cnc[nH]1)(C(=O)O)C(F)F. The product is CC(=O)OCC1=C(C(=O)O)N2C(=O)C(NC(=O)C(N)(Cc3cnc[nH]3)C(F)F)C2SC1. Reaction SMILES: [C:1]([CH3:2])(=[O:3])[O:4][CH2:5][C:6]1=[C:7]([C:16](=[O:17])[OH:18])[N:8]2[C:9](=[O:15])[CH:10]([NH2:14])[CH:11]2[S:12][CH2:13]1.[CH3:34][CH2:35][O:36][C:37](=[O:38])[CH3:39].[Cl-:19].[NH2:20][C:21]([C:22](=[O:23])[OH:24])([CH2:25][c:26]1[cH:27][n:28][cH:29][nH:30]1)[CH:31]([F:32])[F:33]>>[C:1]([CH3:2])(=[O:3])[O:4][CH2:5][C:6]1=[C:7]([C:16](=[O:17])[OH:18])[N:8]2[C:9](=[O:15])[CH:10]([NH:14][C:22]([C:21]([NH2:20])([CH2:25][c:26]3[cH:27][n:28][cH:29][nH:30]3)[CH:31]([F:32])[F:33])=[O:23])[CH:11]2[S:12][CH2:13]1. Starting materials: BrC1=C(C=C(C=C1)N1C(C2=C(C1=O)CCCC2)=O)OC(C)C(=O)OCC (N-[4-bromo-3-(1-ethoxycarbonylethyloxy)phenyl]-3,4,5,6-tetrahydrophthalimide), aqueous solution, [OH-].[Na+] (sodium hydroxide). Run in CO (methanol). Reaction conditions: time 1 hour. Yields the product BrC1=C(C=C(C=C1)N1C(C2=C(C1=O)CCCC2)=O)OC(C)C(=O)O (N-[4-bromo-3-(1-carboxyethyloxy)phenyl]-3,4,5,6-tetrahydrophthalimide). Reaction SMILES: [Br:1][C:2]1[CH:7]=[CH:6][C:5]([N:8]2[C:12](=[O:13])[C:11]3[CH2:14][CH2:15][CH2:16][CH2:17][C:10]=3[C:9]2=[O:18])=[CH:4][C:3]=1[O:19][CH:20]([C:22]([O:24]CC)=[O:23])[CH3:21].[OH-].[Na+]>CO>[Br:1][C:2]1[CH:7]=[CH:6][C:5]([N:8]2[C:12](=[O:13])[C:11]3[CH2:14][CH2:15][CH2:16][CH2:17][C:10]=3[C:9]2=[O:18])=[CH:4][C:3]=1[O:19][CH:20]([C:22]([OH:24])=[O:23])[CH3:21] |f:1.2|. Procedure details: A mixture of 4.7 g. of N-[4-bromo-3-(1-ethoxycarbonylethyloxy)phenyl]-3,4,5,6-tetrahydrophthalimide, 15 ml. of methanol and 4 ml. of 40% aqueous solution of sodium hydroxide was refluxed with stirring for 1 hour and the solvent was distilled off under a reduced pressure. The residue was mixed with 0.4 g. of cyclohexane-1,2-dicarboxylic anhydride and 20 ml. of glacial acetic acid and the mixture was refluxed with stirring for 3 hours and the reaction mixture was poured into 1 liter of water to pr...